Task: describe an organic reaction: reactants, conditions, products, and yield. Dataset: the Open Reaction Database (ORD), a public repository of structured organic reaction records Reactants: COS(=O)(=O)O, COc1cnccc1[N+](=O)[O-], ClCCCl, N#C[Na], O. Yields the product COc1c([N+](=O)[O-])ccnc1C#N. As a reaction SMILES: [CH3:12][O:13][S:14](=[O:15])(=[O:16])[OH:17].[CH3:1][O:2][c:3]1[cH:4][n:5][cH:6][cH:7][c:8]1[N+:9](=[O:10])[O-:11].[Cl:18][CH2:19][CH2:20][Cl:21].[Na:22][C:23]#[N:24].[OH2:25]>>[CH3:1][O:2][c:3]1[c:4]([C:23]#[N:24])[n:5][cH:6][cH:7][c:8]1[N+:9](=[O:10])[O-:11].